Task: describe an organic reaction: reactants, conditions, products, and yield. Dataset: the Open Reaction Database (ORD), a public repository of structured organic reaction records The reactants are BrC1=C(C=CC=C1)CC#N ((2-bromo-phenyl)-acetonitrile), C(=O)(O)C1=CC=C(C=C1)B(O)O (4-carboxyphenylboronic acid), C([O-])([O-])=O.[K+].[K+] (potassium carbonate). Reagents/catalysts: Cl[Pd]([P](C1=CC=CC=C1)(C2=CC=CC=C2)C3=CC=CC=C3)([P](C4=CC=CC=C4)(C5=CC=CC=C5)C6=CC=CC=C6)Cl (dichlorobis(triphenylphosphine)palladium(II)). Run in O (water), O1CCOCC1 (1,4-dioxane). Yields the product C(#N)CC1=C(C=CC=C1)C1=CC=C(C=C1)C(=O)O (2′-(Cyanomethyl)-1,1′-biphenyl-4-carboxylic acid). Reaction SMILES: Br[C:2]1[CH:7]=[CH:6][CH:5]=[CH:4][C:3]=1[CH2:8][C:9]#[N:10].[C:11]([C:14]1[CH:19]=[CH:18][C:17](B(O)O)=[CH:16][CH:15]=1)([OH:13])=[O:12].C(=O)([O-])[O-].[K+].[K+]>O.O1CCOCC1.Cl[Pd](Cl)([P](C1C=CC=CC=1)(C1C=CC=CC=1)C1C=CC=CC=1)[P](C1C=CC=CC=1)(C1C=CC=CC=1)C1C=CC=CC=1>[C:9]([CH2:8][C:3]1[CH:4]=[CH:5][CH:6]=[CH:7][C:2]=1[C:17]1[CH:18]=[CH:19][C:14]([C:11]([OH:13])=[O:12])=[CH:15][CH:16]=1)#[N:10] |f:2.3.4,^1:38,57|. Reported procedure: A stirred mixture containing 5.88 g (0.03 mol) of (2-bromo-phenyl)-acetonitrile, 4.978 g. (0.03 mol) of 4-carboxyphenylboronic acid, 8.29 g (0.06 mol) of potassium carbonate and 0.52 g of dichlorobis(triphenylphosphine)palladium(II) in 46 mL of water and 25 mL of 1,4-dioxane was heated under reflux for two hours in an atmosphere of nitrogen. The reaction mixture was allowed to cool to room temperature and filtered. The dioxane was removed in vacuo and the residue diluted with 100 mL of water and... Starting materials: C(C1=CC=CC=C1)OC=1C=C(C=2OC3=CC(=CC(=C3C(C2)=O)C)OCC2=CC=CC=C2)C=CC1C.OC=1C=C(C=2OC3=CC(=CC(=C3C(C2)=O)O)O)C=CC1OC (3',5,7-trihydroxy-4'-methoxy flavone 3',7-dibenzyloxy-4',5-dimethyl flavone), B(Cl)(Cl)Cl (boron trichloride). Solvent: C(Cl)Cl (methylenechloride). Reaction conditions: time 40 minute. Product: OC=1C=C(C=2OC3=CC(=CC(=C3C(C2)=O)O)O)C=CC1OC (3',5,7-trihydroxy-4'-methoxy flavone). Reaction SMILES: C(OC1C=C(C=CC=1C)C1OC2C(C(=O)C=1)=C(C)C=C(OCC1C=CC=CC=1)C=2)C1C=CC=CC=1.[OH:36][C:37]1[CH:38]=[C:39]([CH:53]=[CH:54][C:55]=1[O:56][CH3:57])[C:40]1[O:41][C:42]2[C:47]([C:48](=[O:50])[CH:49]=1)=[C:46]([OH:51])[CH:45]=[C:44]([OH:52])[CH:43]=2.B(Cl)(Cl)Cl>C(Cl)Cl>[OH:36][C:37]1[CH:38]=[C:39]([CH:53]=[CH:54][C:55]=1[O:56][CH3:57])[C:40]1[O:41][C:42]2[C:47]([C:48](=[O:50])[CH:49]=1)=[C:46]([OH:51])[CH:45]=[C:44]([OH:52])[CH:43]=2 |f:0.1|. Procedure: Preparation of 3',5,7-trihydroxy-4'-methoxy flavone 3',7-dibenzyloxy-4',5-dimethyl flavone(400 mg, 0.81 mmol) was dissolved in 12 mL of methylenechloride, and 1M of boron trichloride(2.7 mL) was added hereto at temperature of 0~5° C. Then the reaction mixture was stirred for 40 minutes. Reactants: N[C@@H](C)C1=NN2C(C(N1C1=CC=CC=C1)=O)=C(C=C2)C ((S)-2-(1-Aminoethyl)-5-methyl-3-phenylpyrrolo[2,1-f][1,2,4]triazin-4(3H)-one), ClC=1C2=C(N=CN1)SC=C2 (4-chlorothieno[2,3-d]pyrimidine), C(C)(C)N(C(C)C)CC (N,N-diisopropylethylamine). The solvent is C(CCC)O (1-butanol). The product is CC=1C=CN2N=C(N(C(C21)=O)C2=CC=CC=C2)[C@H](C)NC=2C1=C(N=CN2)SC=C1 ((S)-5-Methyl-3-phenyl-2-(1-(thieno[2,3-d]pyrimidin-4-ylamino)ethyl)pyrrolo[2,1-f][1,2,4]triazin-4(3H)-one). Yield: 57.5%. RXN SMILES: [NH2:1][C@H:2]([C:4]1[N:9]([C:10]2[CH:15]=[CH:14][CH:13]=[CH:12][CH:11]=2)[C:8](=[O:16])[C:7]2=[C:17]([CH3:20])[CH:18]=[CH:19][N:6]2[N:5]=1)[CH3:3].Cl[C:22]1[C:23]2[CH:30]=[CH:29][S:28][C:24]=2[N:25]=[CH:26][N:27]=1.C(N(CC)C(C)C)(C)C>C(O)CCC>[CH3:20][C:17]1[CH:18]=[CH:19][N:6]2[C:7]=1[C:8](=[O:16])[N:9]([C:10]1[CH:15]=[CH:14][CH:13]=[CH:12][CH:11]=1)[C:4]([C@@H:2]([NH:1][C:22]1[C:23]3[CH:30]=[CH:29][S:28][C:24]=3[N:25]=[CH:26][N:27]=1)[CH3:3])=[N:5]2. Procedure: (S)-2-(1-Aminoethyl)-5-methyl-3-phenylpyrrolo[2,1-f][1,2,4]triazin-4(3H)-one (50 mg, 0.16 mmol) was treated with 4-chlorothieno[2,3-d]pyrimidine (31 mg, 0.18 mmol) and N,N-diisopropylethylamine (171 μl, 0.98 mmol) in 1-butanol according to the method described in Example 17. The crude was purified using SP1® Purification (0% to 60%, hexane-ethyl acetate) to give 37 mg (56% yield) of the title compound as a solid. Purity 99%. The reactants are CCCCc1nc(C(OC)OC)nn1Cc1ccc(-c2ccccc2-c2nnn[nH]2)cc1, CCO, Cl. Yields the product CCCCc1nc(C=O)nn1Cc1ccc(-c2ccccc2-c2nnn[nH]2)cc1. RXN SMILES: [CH2:1]([CH2:2][CH2:3][CH3:4])[c:5]1[n:6][c:7]([CH:28]([O:29][CH3:32])[O:30][CH3:31])[n:8][n:9]1[CH2:10][c:11]1[cH:12][cH:13][c:14](-[c:17]2[c:18](-[c:23]3[n:24][n:25][n:26][nH:27]3)[cH:19][cH:20][cH:21][cH:22]2)[cH:15][cH:16]1.[CH3:33][CH2:34][OH:35].[ClH:36]>>[CH2:1]([CH2:2][CH2:3][CH3:4])[c:5]1[n:6][c:7]([CH:28]=[O:29])[n:8][n:9]1[CH2:10][c:11]1[cH:12][cH:13][c:14](-[c:17]2[c:18](-[c:23]3[n:24][n:25][n:26][nH:27]3)[cH:19][cH:20][cH:21][cH:22]2)[cH:15][cH:16]1. Starting materials: C1CCC2=NCCCN2CC1 (DBU), C1(=CC=CC=C1)[C@@H]1[C@@H](CCC1)N ((+,−) Cis-2-Phenyl-cyclopentylamine), C(C)(C)S(=O)(=O)Cl (isopropylsulfonyl chloride). The solvent is C(Cl)Cl (methylene chloride). Conditions: temperature 0 celsius, time 3 day. Product: C1(=CC=CC=C1)[C@@H]1[C@@H](CCC1)NS(=O)(=O)C(C)C ((+,−) Cis-propane-2-sulfonic Acid (2-phenyl-cyclopentyl)-amide). Isolated yield 27.0%. RXN SMILES: [C:1]1([C@H:7]2[CH2:11][CH2:10][CH2:9][C@H:8]2[NH2:12])[CH:6]=[CH:5][CH:4]=[CH:3][CH:2]=1.C1CCN2C(=NCCC2)CC1.[CH:24]([S:27](Cl)(=[O:29])=[O:28])([CH3:26])[CH3:25]>C(Cl)Cl>[C:1]1([C@H:7]2[CH2:11][CH2:10][CH2:9][C@H:8]2[NH:12][S:27]([CH:24]([CH3:26])[CH3:25])(=[O:29])=[O:28])[CH:6]=[CH:5][CH:4]=[CH:3][CH:2]=1. Procedure details: (+,−) Cis-2-Phenyl-cyclopentylamine (0.43 g, 2.7 mmol, from preparations 5 or 7) was dissolved in 15 mL of methylene chloride and cooled to 0° C. under nitrogen. 0.52 mL (3.5 mmol) of DBU was added followed by 0.39 mL (3.5 mmol) of isopropylsulfonyl chloride. Stirring was allowed to continue for 3 days while warming to room temperature. The reaction was washed with 1N HCl and the organic phase dried over sodium sulfate. Filtered, and concentrated in vacuo to a crude brown solid which was a 4:1 m... Reactants: CC1CN(C(=O)OC(C)(C)C)CCN1S(C)(=O)=O, CCOCC, ClCCl, Cl. Yields the product Cl, CC1CNCCN1S(C)(=O)=O. RXN SMILES: [C:1]([O:2][C:3](=[O:4])[N:8]1[CH2:9][CH:10]([CH3:18])[N:11]([S:14](=[O:15])(=[O:16])[CH3:17])[CH2:12][CH2:13]1)([CH3:5])([CH3:6])[CH3:7].[CH3:23][CH2:24][O:25][CH2:26][CH3:27].[Cl:20][CH2:21][Cl:22].[ClH:19]>>[ClH:19].[NH:8]1[CH2:9][CH:10]([CH3:18])[N:11]([S:14](=[O:15])(=[O:16])[CH3:17])[CH2:12][CH2:13]1. Reactants: S(=O)(Cl)Cl (Thionyl chloride), NC1=NC(=C(C(=N1)C)CC1=CC=C(C=C1)CO)NCCCCC ((4-((2-Amino-4-methyl-6-(pentylamino)pyrimidin-5-yl)methyl)phenyl)methanol). Solvent: C(Cl)Cl (DCM). Conditions: time 2 hour. Yields the product ClCC1=CC=C(CC=2C(=NC(=NC2C)N)NCCCCC)C=C1 (5-(4-(Chloromethyl)benzyl)-6-methyl-N4-pentylpyrimidine-2,4-diamine). RXN SMILES: S(Cl)([Cl:3])=O.[NH2:5][C:6]1[N:11]=[C:10]([CH3:12])[C:9]([CH2:13][C:14]2[CH:19]=[CH:18][C:17]([CH2:20]O)=[CH:16][CH:15]=2)=[C:8]([NH:22][CH2:23][CH2:24][CH2:25][CH2:26][CH3:27])[N:7]=1>C(Cl)Cl>[Cl:3][CH2:20][C:17]1[CH:18]=[CH:19][C:14]([CH2:13][C:9]2[C:8]([NH:22][CH2:23][CH2:24][CH2:25][CH2:26][CH3:27])=[N:7][C:6]([NH2:5])=[N:11][C:10]=2[CH3:12])=[CH:15][CH:16]=1. Procedure details: Thionyl chloride (1 ml) was added to a mixture of the product from step (v) (1.2 g) in DCM (20 ml) and stirred at rt for 2 h. The solvent was evaporated under reduced pressure and the residue used crude in the next step. Reactants: COC(=O)c1ccc([N+](=O)[O-])cc1C#CC(C)(C)C, CO. Yields the product CC(C)(C)C#Cc1cc([N+](=O)[O-])ccc1C(=O)O. RXN SMILES: [CH3:1][C:2]([C:3]#[C:4][c:5]1[c:6]([C:7](=[O:8])[O:9][CH3:10])[cH:11][cH:12][c:13]([N+:15](=[O:16])[O-:17])[cH:14]1)([CH3:18])[CH3:19].[CH3:20][OH:21]>>[CH3:1][C:2]([C:3]#[C:4][c:5]1[c:6]([C:7](=[O:8])[OH:9])[cH:11][cH:12][c:13]([N+:15](=[O:16])[O-:17])[cH:14]1)([CH3:18])[CH3:19]. Reactants: C(C1=CC=CC=C1)OC(=O)NC12CC3(CC(CC(C1)(C3)O)(C2)C)C (1-(benzyloxy-carbonyl)amino-3,5-dimethyl-7-hydroxyadamantane), BrCCCC(=O)Cl (4-bromobutyryl chloride). Solvent: CN(C)C=O (DMF). Conditions: time 2 hour. Yields the product C(C1=CC=CC=C1)OC(=O)NC12CC3(CC(CC(C1)(C3)OC(=O)CCCBr)(C2)C)C (1-(benzyloxycarbonyl)amino-3,5-dimethyl-7-(3-bromopropylcarbonyloxy)adamantane). RXN SMILES: [CH2:1]([O:8][C:9]([NH:11][C:12]12[CH2:22][C:16]3([CH3:23])[CH2:17][C:18]([OH:21])([CH2:20][C:14]([CH3:24])([CH2:15]3)[CH2:13]1)[CH2:19]2)=[O:10])[C:2]1[CH:7]=[CH:6][CH:5]=[CH:4][CH:3]=1.[Br:25][CH2:26][CH2:27][CH2:28][C:29](Cl)=[O:30]>CN(C=O)C>[CH2:1]([O:8][C:9]([NH:11][C:12]12[CH2:22][C:16]3([CH3:23])[CH2:17][C:18]([O:21][C:29]([CH2:28][CH2:27][CH2:26][Br:25])=[O:30])([CH2:20][C:14]([CH3:24])([CH2:15]3)[CH2:13]1)[CH2:19]2)=[O:10])[C:2]1[CH:7]=[CH:6][CH:5]=[CH:4][CH:3]=1. Procedure details: To a solution of 1-(benzyloxy-carbonyl)amino-3,5-dimethyl-7-hydroxyadamantane (100 mg) in DMF (0.4 mL) was added 4-bromobutyryl chloride (0.3 mL). The reaction mixture was stirred for 2 h at room temperature. The mixture was purified by thin layer chromatography eluting with ethyl acetate and hexane (½, v/v) to afford an oily product. 1H NMR (DMSO-d6, ppm): 7.38-7.29 (m, 5 H, C6H5), 7.12 (brs, 1 H, NH), 4.95 (s, 2 H, OCH2), 3.53-3.49 (t, 2 H, J=6.6 Hz, COCH2), 2.36-2.32 (t, 2 H, J=7.7 Hz, CH2Br)...